Dataset: the Open Reaction Database (ORD), a public repository of structured organic reaction records. Task: describe an organic reaction: reactants, conditions, products, and yield RXN SMILES: [C:1]1([C:7]2([CH2:13][CH:14]=[O:15])[CH2:12][CH2:11][CH2:10][CH2:9][O:8]2)[CH:6]=[CH:5][CH:4]=[CH:3][CH:2]=1.S(=O)(=O)([OH:18])N.Cl([O-])=O.[Na+]>C1COCC1.O>[C:1]1([C:7]2([CH2:13][C:14]([OH:18])=[O:15])[CH2:12][CH2:11][CH2:10][CH2:9][O:8]2)[CH:2]=[CH:3][CH:4]=[CH:5][CH:6]=1 |f:2.3|. Procedure details: To a solution of 2-(2-phenyltetrahydro-2H-pyran-2-yl)acetaldehyde (100 mg, 0.490 mmol) and sulfamic acid (57.0 mg, 0.587 mmol) in THF (1.5 mL) was added a solution of sodium chlorite (53.1 mg, 0.587 mmol) in water (1.5 mL) dropwise, and the mixture was stirred at room temperature for 3 hrs. Then the product was extracted with EtOAc (3×) and the combined extracts were washed with brine, dried over Na2SO4, and evaporated to give 2-(2-phenyltetrahydro-2H-pyran-2-yl)acetic acid as oil. LC/MS: m/e 22... The solvent is C1CCOC1 (THF), O (water). Run at time 3 hour. Reactants: C1(=CC=CC=C1)C1(OCCCC1)CC=O (2-(2-phenyltetrahydro-2H-pyran-2-yl)acetaldehyde), S(N)(O)(=O)=O (sulfamic acid), Cl(=O)[O-].[Na+] (sodium chlorite). Product: C1(=CC=CC=C1)C1(OCCCC1)CC(=O)O (2-(2-phenyltetrahydro-2H-pyran-2-yl)acetic acid). The product is Cc1[nH]c(C=C2C(=O)Nc3cccc(-c4cccc(Br)c4)c32)c(C)c1C(=O)N1CC(C)NC(C)C1. As a reaction SMILES: [Br:1][c:2]1[cH:3][c:4](-[c:8]2[c:9]3[c:13]([cH:14][cH:15][cH:16]2)[NH:12][C:11](=[O:17])[CH2:10]3)[cH:5][cH:6][cH:7]1.[CH2:37]1[CH2:38][CH2:39][NH:40][CH2:41][CH2:42]1.[CH3:18][CH:19]1[CH2:20][N:21]([C:26](=[O:27])[c:28]2[c:29]([CH3:36])[c:30]([CH:34]=[O:35])[nH:31][c:32]2[CH3:33])[CH2:22][CH:23]([CH3:25])[NH:24]1.[CH3:43][CH2:44][OH:45]>>[Br:1][c:2]1[cH:3][c:4](-[c:8]2[c:9]3[c:13]([cH:14][cH:15][cH:16]2)[NH:12][C:11](=[O:17])[C:10]3=[CH:34][c:30]2[c:29]([CH3:36])[c:28]([C:26]([N:21]3[CH2:20][CH:19]([CH3:18])[NH:24][CH:23]([CH3:25])[CH2:22]3)=[O:27])[c:32]([CH3:33])[nH:31]2)[cH:5][cH:6][cH:7]1. Starting materials: O=C1Cc2c(cccc2-c2cccc(Br)c2)N1, C1CCNCC1, Cc1[nH]c(C=O)c(C)c1C(=O)N1CC(C)NC(C)C1, CCO. Starting materials: COC(=O)C=1SC(=C(C1)Br)[N+](=O)[O-] (4-bromo-5-nitro-thiophene-2-carboxylic acid methyl ester), COC1=C(C=CC=C1)S (2-methoxy-benzenethiol). RXN SMILES: [CH3:1][O:2][C:3]([C:5]1[S:6][C:7]([N+:11]([O-:13])=[O:12])=[C:8](Br)[CH:9]=1)=[O:4].[CH3:14][O:15][C:16]1[CH:21]=[CH:20][CH:19]=[CH:18][C:17]=1[SH:22]>>[CH3:1][O:2][C:3]([C:5]1[S:6][C:7]([N+:11]([O-:13])=[O:12])=[C:8]([S:22][C:17]2[CH:18]=[CH:19][CH:20]=[CH:21][C:16]=2[O:15][CH3:14])[CH:9]=1)=[O:4]. Product: COC(=O)C=1SC(=C(C1)SC1=C(C=CC=C1)OC)[N+](=O)[O-] (4-(2-methoxy-phenylsulfanyl)-5-nitro-thiophene-2-carboxylic acid methyl ester). Procedure: The procedure as in Example 20: step a was followed using 4-bromo-5-nitro-thiophene-2-carboxylic acid methyl ester ((Example 114, step c) 200 mg, 0.75 mmol) and 2-methoxy-benzenethiol (109 μL, 1.25 mmol, Aldrich Chemical Company) to isolate 4-(2-methoxy-phenylsulfanyl)-5-nitro-thiophene-2-carboxylic acid methyl ester. 4-(2-Methoxy-phenylsulfanyl)-5-nitro-thiophene-2-carboxylic acid methyl ester (200 mg, 0.61 mmol) was then treated with TiCl3 (20% aq. HCl solution, 5 mL, 6.1 mmol) in THF (6 mL). ...